Dataset: the Open Reaction Database (ORD), a public repository of structured organic reaction records. Task: describe an organic reaction: reactants, conditions, products, and yield Starting materials: BrC1=CC=C(C=C1)C(CC1=NC=CC=C1)C (2-(p-Bromophenyl)-1-(2-pyridyl)propane), [N+](=O)(O)[O-] (nitric acid), oily nitrated product. Product: BrC1=CC(=C(C=C1)C(CC1=NC=CC=C1)C)[N+](=O)[O-] (2-(4-bromo-2-nitrophenyl)-1-(2-pyridyl)propane). RXN SMILES: [Br:1][C:2]1[CH:7]=[CH:6][C:5]([CH:8]([CH3:16])[CH2:9][C:10]2[CH:15]=[CH:14][CH:13]=[CH:12][N:11]=2)=[CH:4][CH:3]=1.[N+:17]([O-])([OH:19])=[O:18]>>[Br:1][C:2]1[CH:7]=[CH:6][C:5]([CH:8]([CH3:16])[CH2:9][C:10]2[CH:15]=[CH:14][CH:13]=[CH:12][N:11]=2)=[C:4]([N+:17]([O-:19])=[O:18])[CH:3]=1. Procedure details: 2-(p-Bromophenyl)-1-(2-pyridyl)propane (11.5 g., 0.043 mole) is heated in 80 ml. of concentrated nitric acid (specific gravity 1.42, 69-71%) for 4.5 hr. at 80°C. The solution is cooled, quenched in 300 g. of ice, made alkaline with sodium hydroxide, and extracted with ethyl acetate. The extract washed with water and brine, dried over sodium sulfate, and evaporated affords 12.2 g. (88%) of oily nitrated product of sufficient purity to be used in following "step d". Distillation provides analytica...